describe an organic reaction: reactants, conditions, products, and yield From a dataset of the Open Reaction Database (ORD), a public repository of structured organic reaction records. Starting materials: C(=O)(O)CCC(C#N)(C1=NCCC2=CC(=C(C=C12)OC)OC)S (α-(2-carboxyethyl)-mercapto-6,7-dimethoxy-3,4-dihydro-1-isoquinolyl-acetonitrile). Run in C(CC(C)C)O (isoamyl alcohol). Product: CC(CCOC(=O)CCC(C#N)(C1=NCCC2=CC(=C(C=C12)OC)OC)S)C (α-[2-(3-methylbutoxycarbonyl)-ethyl]-mercapto-6,7-dimethoxy-3,4-dihydro-1-isoquinolyl-acetonitrile). Reaction SMILES: [C:1]([CH2:4][CH2:5][C:6]([SH:23])([C:9]1[C:18]2[C:13](=[CH:14][C:15]([O:21][CH3:22])=[C:16]([O:19][CH3:20])[CH:17]=2)[CH2:12][CH2:11][N:10]=1)[C:7]#[N:8])([OH:3])=[O:2]>C(O)CC(C)C>[CH3:7][CH:6]([CH3:9])[CH2:5][CH2:4][O:2][C:1]([CH2:4][CH2:5][C:6]([SH:23])([C:9]1[C:18]2[C:13](=[CH:14][C:15]([O:21][CH3:22])=[C:16]([O:19][CH3:20])[CH:17]=2)[CH2:12][CH2:11][N:10]=1)[C:7]#[N:8])=[O:3]. Reported procedure: Following the procedure described in Example 19 but starting from 1.67 g. of α-(2-carboxyethyl)-mercapto-6,7-dimethoxy-3,4-dihydro-1-isoquinolyl-acetonitrile and 5 ml. of isoamyl alcohol, 1.7 g. of α-[2-(3-methylbutoxycarbonyl)-ethyl]-mercapto-6,7-dimethoxy-3,4-dihydro-1-isoquinolyl-acetonitrile are obtained, melting at 120° C. after recrystallization from isopropanol. Reactants: [Cl-].C(C1=CC=CC=C1)OC(=O)N1CCC(CC1)[C@H](C)[NH3+] ((S)-1-(1-((benzyloxy)carbonyl)piperidin-4-yl)ethanaminium chloride), C(C)(C)(C)OC(=O)C1=C(C=CC=C1)C1=CC=C(C=C1)CN1C(=C(C2=CC(=CC=C12)C(=O)O)C)C (1-((2′-(tert-butoxycarbonyl)-[1,1′-biphenyl]-4-yl)methyl)-2,3-dimethyl-1H-indole-5-carboxylic acid), 1-((2′-(tert-butoxycarbonyl)-[1,1′-biphenyl]-4-yl)methyl)-2,3-dimethyl-H-indole-5-carboxylic acid. Product: C(C1=CC=CC=C1)OC(=O)N1CCC(CC1)[C@H](C)NC(=O)C=1C=C2C(=C(N(C2=CC1)CC1=CC=C(C=C1)C=1C(=CC=CC1)C(=O)O)C)C ((S)-4′-((5-((1-(1-((benzyloxy)carbonyl)piperidin-4-yl)ethyl)carbamoyl)-2,3-dimethyl-1H-indol-1-yl)methyl)-[1,1′-biphenyl]-2-carboxylic acid). As a reaction SMILES: [Cl-].[CH2:2]([O:9][C:10]([N:12]1[CH2:17][CH2:16][CH:15]([C@@H:18]([NH3+:20])[CH3:19])[CH2:14][CH2:13]1)=[O:11])[C:3]1[CH:8]=[CH:7][CH:6]=[CH:5][CH:4]=1.C([O:25][C:26]([C:28]1[CH:33]=[CH:32][CH:31]=[CH:30][C:29]=1[C:34]1[CH:39]=[CH:38][C:37]([CH2:40][N:41]2[C:49]3[C:44](=[CH:45][C:46]([C:50](O)=[O:51])=[CH:47][CH:48]=3)[C:43]([CH3:53])=[C:42]2[CH3:54])=[CH:36][CH:35]=1)=[O:27])(C)(C)C>>[CH2:2]([O:9][C:10]([N:12]1[CH2:17][CH2:16][CH:15]([C@@H:18]([NH:20][C:50]([C:46]2[CH:45]=[C:44]3[C:49](=[CH:48][CH:47]=2)[N:41]([CH2:40][C:37]2[CH:36]=[CH:35][C:34]([C:29]4[C:28]([C:26]([OH:27])=[O:25])=[CH:33][CH:32]=[CH:31][CH:30]=4)=[CH:39][CH:38]=2)[C:42]([CH3:54])=[C:43]3[CH3:53])=[O:51])[CH3:19])[CH2:14][CH2:13]1)=[O:11])[C:3]1[CH:8]=[CH:7][CH:6]=[CH:5][CH:4]=1 |f:0.1|. Procedure details: The title compound was prepared following the same general synthetic procedure as described in Steps 3-4, Example 2, starting with ((S)-1-(1-((benzyloxy)carbonyl)piperidin-4-yl)ethanaminium chloride and 1-((2′-(tert-butoxycarbonyl)-[1,1′-biphenyl]-4-yl)methyl)-2,3-dimethyl-1H-indole-5-carboxylic acid instead of (S)-1-(4-(tert-butyl)phenyl)ethanaminium chloride and 1-((2′-(tert-butoxycarbonyl)-[1,1′-biphenyl]-4-yl)methyl)-2,3-dimethyl-H-indole-5-carboxylic acid. ESI-MS (m/z): 643 [M+1]+.